Dataset: the Open Reaction Database (ORD), a public repository of structured organic reaction records. Task: describe an organic reaction: reactants, conditions, products, and yield Starting materials: C12(CC3CC(CC(C1)C3)C2)C2=C(C=C3C=CC(=CC3=C2)C2=CC=C(C(=O)OCC=C)C=C2)O (allyl 4-[7-(1-adamantyl)-6-hydroxy-2-naphthyl]benzoate), BrCCCCCC(=O)OCC (ethyl 6-bromohexanoate). The product is C12(CC3CC(CC(C1)C3)C2)C2=C(C=C3C=CC(=CC3=C2)C2=CC=C(C(=O)O)C=C2)OCCCCCC(=O)OCC (4-[7-(1-adamantyl)-6-ethoxycarbonylpentyloxy-2-naphthyl]benzoic acid). The yield is 58.5%. RXN SMILES: [C:1]12([C:11]3[CH:20]=[C:19]4[C:14]([CH:15]=[CH:16][C:17]([C:21]5[CH:32]=[CH:31][C:24]([C:25]([O:27]CC=C)=[O:26])=[CH:23][CH:22]=5)=[CH:18]4)=[CH:13][C:12]=3[OH:33])[CH2:10][CH:5]3[CH2:6][CH:7]([CH2:9][CH:3]([CH2:4]3)[CH2:2]1)[CH2:8]2.Br[CH2:35][CH2:36][CH2:37][CH2:38][CH2:39][C:40]([O:42][CH2:43][CH3:44])=[O:41]>>[C:1]12([C:11]3[CH:20]=[C:19]4[C:14]([CH:15]=[CH:16][C:17]([C:21]5[CH:22]=[CH:23][C:24]([C:25]([OH:27])=[O:26])=[CH:31][CH:32]=5)=[CH:18]4)=[CH:13][C:12]=3[O:33][CH2:35][CH2:36][CH2:37][CH2:38][CH2:39][C:40]([O:42][CH2:43][CH3:44])=[O:41])[CH2:2][CH:3]3[CH2:4][CH:5]([CH2:6][CH:7]([CH2:9]3)[CH2:8]1)[CH2:10]2. Procedure: Following the procedure of Example 12(a), but reacting 3 g (6.8 mmol) of allyl 4-[7-(1-adamantyl)-6-hydroxy-2-naphthyl]benzoate with 2.3 g (10.2 mmol) of ethyl 6-bromohexanoate, 2.15 g (55%) of the expected compound were obtained, which compound had a melting point of 116°-7° C. Reported procedure: Compound 20 (108 mg, 0.262 mmol) obtained in Example 19 was suspended in a solvent mixture of 2 ml of tetrahydrofuran, 2 ml of ethanol, and 1 ml of water. To the suspension was added 55 mg (1.311 mmol) of lithium hydroxide monohydrate, and the resulting mixture was stirred at room temperature for 12 hours. The reaction mixture was acidified with 2N HCl, and the precipitated crystals were collected by filtration. The obtained crude crystals were purified by column chromatography (eluent: chlorofo... Yields the product C(C)N1C(=O)N(C=2N=C(N(C2C1=O)C)\C=C\C1=C(C=C(C=C1)C(=O)O)OC)CC ((E)-β-(1,3-Diethyl-7-methylxanthin-8-yl)-2-methoxystyrene-4-carboxylic acid). Run in O (water), C(C)O (ethanol). Reactants: COC(=O)C1=CC(=C(/C=C/C2=NC=3N(C(N(C(C3N2C)=O)CC)=O)CC)C=C1)OC ((E)-β-(1,3-Diethyl-7-methylxanthin-8-yl) -2-methoxystyrene-4-carboxylic acid methyl ester), O1CCCC1 (tetrahydrofuran), Cl (HCl), O.[OH-].[Li+] (lithium hydroxide monohydrate). RXN SMILES: C[O:2][C:3]([C:5]1[CH:28]=[CH:27][C:8](/[CH:9]=[CH:10]/[C:11]2[N:19]([CH3:20])[C:18]3[C:17](=[O:21])[N:16]([CH2:22][CH3:23])[C:15](=[O:24])[N:14]([CH2:25][CH3:26])[C:13]=3[N:12]=2)=[C:7]([O:29][CH3:30])[CH:6]=1)=[O:4].O1CCCC1.O.[OH-].[Li+].Cl>O.C(O)C>[CH2:22]([N:16]1[C:17](=[O:21])[C:18]2[N:19]([CH3:20])[C:11](/[CH:10]=[CH:9]/[C:8]3[CH:27]=[CH:28][C:5]([C:3]([OH:4])=[O:2])=[CH:6][C:7]=3[O:29][CH3:30])=[N:12][C:13]=2[N:14]([CH2:25][CH3:26])[C:15]1=[O:24])[CH3:23] |f:2.3.4|. Isolated yield 24.0%. Conditions: time 12 hour. The reactants are C(O)([O-])=O.[Na+] (sodium hydrogen carbonate), NC1=C(C(=O)OC(C)(C)C)C=CC(=C1)C1=C(C=C(C=C1)F)F (tert-butyl 2-amino-4-(2,4-difluorophenyl)benzoate), C(C(=O)Cl)(=O)Cl (oxalyl chloride), CC1=C(C(=O)O)C=CC=C1C (2,3-dimethylbenzoic acid). Run in C(C)N(CC)CC (triethylamine), C(Cl)Cl (methylene chloride), CN(C=O)C (N,N-dimethylformamide), C(Cl)Cl (methylene chloride). Reaction conditions: time 1 hour. Product: FC1=C(C=CC(=C1)F)C1=CC(=C(C(=O)OC(C)(C)C)C=C1)NC(C1=C(C(=CC=C1)C)C)=O (tert-butyl 4-(2,4-difluorophenyl)-2-(2,3-dimethylbenzamido)benzoate). As a reaction SMILES: C(Cl)(=O)C(Cl)=O.[CH3:7][C:8]1[C:16]([CH3:17])=[CH:15][CH:14]=[CH:13][C:9]=1[C:10]([OH:12])=O.[NH2:18][C:19]1[CH:31]=[C:30]([C:32]2[CH:37]=[CH:36][C:35]([F:38])=[CH:34][C:33]=2[F:39])[CH:29]=[CH:28][C:20]=1[C:21]([O:23][C:24]([CH3:27])([CH3:26])[CH3:25])=[O:22].C(=O)([O-])O.[Na+]>C(N(CC)CC)C.C(Cl)Cl.CN(C)C=O>[F:39][C:33]1[CH:34]=[C:35]([F:38])[CH:36]=[CH:37][C:32]=1[C:30]1[CH:29]=[CH:28][C:20]([C:21]([O:23][C:24]([CH3:26])([CH3:27])[CH3:25])=[O:22])=[C:19]([NH:18][C:10](=[O:12])[C:9]2[CH:13]=[CH:14][CH:15]=[C:16]([CH3:17])[C:8]=2[CH3:7])[CH:31]=1 |f:3.4|. Procedure: 1.7 mL of methylene chloride, 1.0 μL of N,N-dimethylformamide and 0.025 mL of oxalyl chloride were added to 41 mg of 2,3-dimethylbenzoic acid at room temperature sequentially and stirred at the same temperature for 1 hour. The reaction mixture was added to a mixed solution of 49 mg of tert-butyl 2-amino-4-(2,4-difluorophenyl)benzoate, 2.8 mL of methylene chloride and 0.36 mL of triethylamine and stirred at room temperature for 1 hour. A saturated sodium hydrogen carbonate aqueous solution was ad... Starting materials: CN1CCNCC1, Fc1ccc(-c2cn3nc(Cl)ccc3n2)cc1, O. Product: CN1CCN(c2ccc3nc(-c4ccc(F)cc4)cn3n2)CC1. As a reaction SMILES: [CH3:19][N:20]1[CH2:21][CH2:22][NH:23][CH2:24][CH2:25]1.[Cl:1][c:2]1[cH:3][cH:4][c:5]2[n:6]([n:7]1)[cH:8][c:9](-[c:11]1[cH:12][cH:13][c:14]([F:17])[cH:15][cH:16]1)[n:10]2.[OH2:18]>>[c:2]1([N:23]2[CH2:22][CH2:21][N:20]([CH3:19])[CH2:25][CH2:24]2)[cH:3][cH:4][c:5]2[n:6]([n:7]1)[cH:8][c:9](-[c:11]1[cH:12][cH:13][c:14]([F:17])[cH:15][cH:16]1)[n:10]2. The reactants are CC1=C(C=CC(=C1)C)C(=C(C=O)C1=NN=NN1C)C1=C(C=C(C=C1)C)C (3,3-bis(2,4-dimethylphenyl)-2-(1-methyl-1H-tetrazol-5-yl)-2-propenal), C1(=CC=CC=C1)P(C1=CC=CC=C1)(C1=CC=CC=C1)=CC=O (triphenylphosphoranylidene acetaldehyde), C1=CC=CC=C1 (benzene). Product: CC1=C(C=CC(=C1)C)C(=C(C=CC=O)C1=NN=NN1C)C1=C(C=C(C=C1)C)C (5,5-Bis(2,4-dimethylphenyl)-4-(1-methyl-1H-tetrazol-5-yl)-2,4-pentadienal). As a reaction SMILES: [CH3:1][C:2]1[CH:7]=[C:6]([CH3:8])[CH:5]=[CH:4][C:3]=1[C:9]([C:19]1[CH:24]=[CH:23][C:22]([CH3:25])=[CH:21][C:20]=1[CH3:26])=[C:10]([C:13]1[N:17]([CH3:18])[N:16]=[N:15][N:14]=1)C=O.C1(P(=[CH:46][CH:47]=[O:48])(C2C=CC=CC=2)C2C=CC=CC=2)C=CC=CC=1.[CH:49]1C=CC=CC=1>>[CH3:1][C:2]1[CH:7]=[C:6]([CH3:8])[CH:5]=[CH:4][C:3]=1[C:9]([C:19]1[CH:24]=[CH:23][C:22]([CH3:25])=[CH:21][C:20]=1[CH3:26])=[C:10]([C:13]1[N:17]([CH3:18])[N:16]=[N:15][N:14]=1)[CH:49]=[CH:46][CH:47]=[O:48]. Reported procedure: A solution of 3,3-bis(2,4-dimethylphenyl)-2-(1-methyl-1H-tetrazol-5-yl)-2-propenal (4.5 g, 13.0 mmoles) and triphenylphosphoranylidene acetaldehyde (4.1 g, 13.0 mmoles) in benzene was heated at reflux temperature for 6 hours. The reaction mixture was evaporated under reduced pressure and the residue was purified by column chromatography on silica gel eluting with 10% (v/v) ethyl acetate in hexane to give 5.9 g of the title compound as an oil. MS (CI): m/e=373 for (M+H)+ ; Reactants: O=C([O-])[O-], C=CCBr, CO, CCC(C)=O, CC(C)=O, [K+], [K+], CCCc1nn(C)c2c(=O)[nH]c(-c3cc(S(=O)(=O)N4CCN(C)CC4)ccc3O)nc12. Yields the product C=CCOc1ccc(S(=O)(=O)N2CCN(C)CC2)cc1-c1nc2c(CCC)nn(C)c2c(=O)[nH]1. As a reaction SMILES: [C:36](=[O:37])([O-:38])[O-:39].[CH2:1]([CH:2]=[CH2:3])[Br:4].[CH3:42][OH:43].[CH3:44][C:45](=[O:46])[CH2:47][CH3:48].[CH3:49][C:50](=[O:51])[CH3:52].[K+:40].[K+:41].[OH:5][c:6]1[c:7](-[c:22]2[nH:23][c:24](=[O:35])[c:25]3[c:26]([n:27]2)[c:28]([CH2:32][CH2:33][CH3:34])[n:29][n:30]3[CH3:31])[cH:8][c:9]([S:12](=[O:13])(=[O:14])[N:15]2[CH2:16][CH2:17][N:18]([CH3:21])[CH2:19][CH2:20]2)[cH:10][cH:11]1>>[CH2:1]([CH:2]=[CH2:3])[O:5][c:6]1[c:7](-[c:22]2[nH:23][c:24](=[O:35])[c:25]3[c:26]([n:27]2)[c:28]([CH2:32][CH2:33][CH3:34])[n:29][n:30]3[CH3:31])[cH:8][c:9]([S:12](=[O:13])(=[O:14])[N:15]2[CH2:16][CH2:17][N:18]([CH3:21])[CH2:19][CH2:20]2)[cH:10][cH:11]1. Starting materials: S(=O)([O-])S(=O)[O-].[Na+].[Na+] (sodium dithionite), C1(CC1)CN1C(=O)N(C(=O)C=C1N)CC1CC1 (1,3-dicyclopropylmethyl-6-amino-uracil), C(=O)N (formamide), C(=O)O (formic acid), N(=O)[O-].[Na+] (sodium nitrite). Reaction conditions: temperature 100 celsius. Product: C1(CC1)CN1C(=O)N(C=2N=CNC2C1=O)CC1CC1 (1,3-Di-cyclopropylmethyl xanthine). Reaction SMILES: [CH:1]1([CH2:4][N:5]2[C:12]([NH2:13])=[CH:11][C:9](=[O:10])[N:8]([CH2:14][CH:15]3[CH2:17][CH2:16]3)[C:6]2=[O:7])[CH2:3][CH2:2]1.N([O-])=O.[Na+].C(O)=O.S(S([O-])=O)([O-])=O.[Na+].[Na+].[CH:33]([NH2:35])=O>>[CH:15]1([CH2:14][N:8]2[C:9](=[O:10])[C:11]3[NH:35][CH:33]=[N:13][C:12]=3[N:5]([CH2:4][CH:1]3[CH2:3][CH2:2]3)[C:6]2=[O:7])[CH2:17][CH2:16]1 |f:1.2,4.5.6|. Reported procedure: 1,3-Di-cyclopropylmethyl xanthine was prepared using an analogous procedure to that described in Chem. Berichte 88, 1306-1312, 1955: 20.2 g (0.0855 mol) of 1,3-dicyclopropylmethyl-6-amino-uracil was dissolved in 100 ml of formamide, then 5.9 g sodium nitrite was added and at 60° C. 13.4 ml formic acid was added slowly with stirring. After the colour had changed from yellow to violet, the mixture was heated up to 100° C. and 3.1 g of sodium dithionite (Na2S2O4) was added in small portions. Yields the product CCC1C=C(C)CC(C)CC(OC)C2OC(O)(C(=O)C(=O)N3CCCCC3C(=O)OC(C(C)=CC3CCC(Oc4ccc(C)cc4)C(O)C3)C(C)C(O)CC1=O)C(C)CC2OC. Reactants: CC(=O)[O-], CC(=O)[O-], CC(=O)O, CC(=O)O, O=C(O)O, CCC1C=C(C)CC(C)CC(OC)C2OC(O)(C(=O)C(=O)N3CCCCC3C(=O)OC(C(C)=CC3CCC(O)C(O)C3)C(C)C(O)CC1=O)C(C)CC2OC, CC(=O)O, ClCCl, [Cu+2], [Na+], O=C([O-])O, Cc1ccc([Bi](c2ccc(C)cc2)c2ccc(C)cc2)cc1, Cc1ccc([Bi](c2ccc(C)cc2)c2ccc(C)cc2)cc1. As a reaction SMILES: [C:124]([O-:125])(=[O:126])[CH3:127].[C:129]([O-:130])(=[O:131])[CH3:132].[C:56]([OH:57])(=[O:58])[CH3:59].[C:60]([OH:61])(=[O:62])[CH3:63].[C:90](=[O:91])([OH:92])[OH:93].[CH2:1]([CH3:2])[CH:3]1[C:4](=[O:55])[CH2:5][CH:6]([OH:54])[CH:7]([CH3:53])[CH:8]([C:42](=[CH:43][CH:44]2[CH2:45][CH:46]([OH:51])[CH:47]([OH:50])[CH2:48][CH2:49]2)[CH3:52])[O:9][C:10](=[O:41])[CH:11]2[CH2:12][CH2:13][CH2:14][CH2:15][N:16]2[C:17](=[O:40])[C:18](=[O:39])[C:19]2([OH:38])[CH:20]([CH3:37])[CH2:21][CH:22]([O:35][CH3:36])[CH:23]([CH:24]([O:32][CH3:33])[CH2:25][CH:26]([CH3:31])[CH2:27][C:28]([CH3:30])=[CH:29]1)[O:34]2.[CH3:86][C:87](=[O:88])[OH:89].[Cl:116][CH2:117][Cl:118].[Cu+2:128].[Na+:123].[O-:119][C:120]([OH:121])=[O:122].[c:64]1([CH3:85])[cH:65][cH:66][c:67]([Bi:70]([c:71]2[cH:72][cH:73][c:74]([CH3:75])[cH:76][cH:77]2)[c:78]2[cH:79][cH:80][c:81]([CH3:82])[cH:83][cH:84]2)[cH:68][cH:69]1.[c:94]1([CH3:95])[cH:96][cH:97][c:98]([Bi:99]([c:100]2[cH:101][cH:102][c:103]([CH3:104])[cH:105][cH:106]2)[c:107]2[cH:108][cH:109][c:110]([CH3:111])[cH:112][cH:113]2)[cH:114][cH:115]1>>[CH2:1]([CH3:2])[CH:3]1[C:4](=[O:55])[CH2:5][CH:6]([OH:54])[CH:7]([CH3:53])[CH:8]([C:42](=[CH:43][CH:44]2[CH2:45][CH:46]([OH:51])[CH:47]([O:50][c:67]3[cH:66][cH:65][c:64]([CH3:85])[cH:69][cH:68]3)[CH2:48][CH2:49]2)[CH3:52])[O:9][C:10](=[O:41])[CH:11]2[CH2:12][CH2:13][CH2:14][CH2:15][N:16]2[C:17](=[O:40])[C:18](=[O:39])[C:19]2([OH:38])[CH:20]([CH3:37])[CH2:21][CH:22]([O:35][CH3:36])[CH:23]([CH:24]([O:32][CH3:33])[CH2:25][CH:26]([CH3:31])[CH2:27][C:28]([CH3:30])=[CH:29]1)[O:34]2.